Dataset: the Open Reaction Database (ORD), a public repository of structured organic reaction records. Task: describe an organic reaction: reactants, conditions, products, and yield Starting materials: C=1(C(=CC=CC1)C(=O)O)C(=O)O (1,2-Benzenedicarboxylic acid), N(=NC1=CC=NC=C1)C1=CC=NC=C1 (4,4'-azodipyridine). Run in CC(=O)C (acetone). Reaction conditions: time 1 hour. Yields the product N(=NC1=CC=[NH+]C=C1)C1=CC=[NH+]C=C1.C=1(C(=CC=CC1)C(=O)[O-])C(=O)[O-] (4,4'-azodipyridinium 1,2-benzenedicarboxylate). Reaction SMILES: [C:1]1([C:10]([OH:12])=[O:11])[C:2]([C:7]([OH:9])=[O:8])=[CH:3][CH:4]=[CH:5][CH:6]=1.[N:13]([C:21]1[CH:26]=[CH:25][N:24]=[CH:23][CH:22]=1)=[N:14][C:15]1[CH:20]=[CH:19][N:18]=[CH:17][CH:16]=1>CC(C)=O>[N:14]([C:15]1[CH:16]=[CH:17][NH+:18]=[CH:19][CH:20]=1)=[N:13][C:21]1[CH:26]=[CH:25][NH+:24]=[CH:23][CH:22]=1.[C:1]1([C:10]([O-:12])=[O:11])[C:2]([C:7]([O-:9])=[O:8])=[CH:3][CH:4]=[CH:5][CH:6]=1 |f:3.4|. Procedure details: 1,2-Benzenedicarboxylic acid, 1.66 g (0.01 mole) was added in one portion to a solution of 1.8 g (0.01 mole) of 4,4'-azodipyridine in 25 ml acetone. The reaction mixture was stirred at room temperature for one hour. The resultant suspension was filtered to leave an orange solid. Recrystallization from ethanol yielded 2.1 g of 4,4'-azodipyridinium-1,2-benzenedicarboxylate, having a m.p. of 171°-173° C.